Dataset: the Open Reaction Database (ORD), a public repository of structured organic reaction records. Task: describe an organic reaction: reactants, conditions, products, and yield Reactants: ClC1=C(C=NC2=CC=CC=C12)C(=O)OCC (Ethyl 4-chloro-quinoline-3-carboxylate), OC1=C(C=NC2=CC=C(C=C12)C(F)(F)F)C(=O)OCC (Ethyl 4-hydroxy-6-trifluoromethyl-quinoline-3-carboxylate). Product: ClC1=C(C=NC2=CC=C(C=C12)C(F)(F)F)C(=O)OCC (Ethyl 4-chloro-6-trifluoromethyl-quinoline-3-carboxylate). As a reaction SMILES: [Cl:1][C:2]1[C:11]2[C:6](=[CH:7][CH:8]=[CH:9][CH:10]=2)[N:5]=[CH:4][C:3]=1[C:12]([O:14][CH2:15][CH3:16])=[O:13].OC1C2C(=CC=C([C:28]([F:31])([F:30])[F:29])C=2)N=CC=1C(OCC)=O>>[Cl:1][C:2]1[C:11]2[C:6](=[CH:7][CH:8]=[C:9]([C:28]([F:31])([F:30])[F:29])[CH:10]=2)[N:5]=[CH:4][C:3]=1[C:12]([O:14][CH2:15][CH3:16])=[O:13]. Reported procedure: The title compound was prepared following the procedure described in Step 2 for the synthesis of 3a using 2h instead of 2a. 1H NMR (CDCl3) δ (ppm): 1.46 (3H, t, J=7.14 Hz), 4.51 (2H, q, J=7.14 Hz), 8.00 (1H, dd, J=8.79, 1.92 Hz), 8.26 (1H, d, J=8.79 Hz), 8.78 (1H, dd, J=1.92, 0.83 Hz), 9.34 (1H, s). m/z 304.6 (MH+). The reactants are COc1ccc(N(C(=O)CBr)C(C)C)cc1, O=C(NC1N=C(c2cccnc2)c2ccccc2NC1=O)OCc1ccccc1, C[Si](C)(C)[N-][Si](C)(C)C, CN(C)C=O, [K+]. The product is COc1ccc(N(C(=O)CN2C(=O)C(NC(=O)OCc3ccccc3)N=C(c3cccnc3)c3ccccc32)C(C)C)cc1. RXN SMILES: [Br:40][CH2:41][C:42](=[O:43])[N:44]([c:45]1[cH:46][cH:47][c:48]([O:51][CH3:52])[cH:49][cH:50]1)[CH:53]([CH3:54])[CH3:55].[CH2:1]([c:2]1[cH:3][cH:4][cH:5][cH:6][cH:7]1)[O:8][C:9](=[O:10])[NH:11][CH:12]1[N:13]=[C:14]([c:24]2[cH:25][n:26][cH:27][cH:28][cH:29]2)[c:15]2[c:16]([cH:20][cH:21][cH:22][cH:23]2)[NH:17][C:18]1=[O:19].[CH3:30][Si:31]([N-:32][Si:33]([CH3:34])([CH3:35])[CH3:36])([CH3:37])[CH3:38].[CH3:56][N:57]([CH3:58])[CH:59]=[O:60].[K+:39]>>[CH2:1]([c:2]1[cH:3][cH:4][cH:5][cH:6][cH:7]1)[O:8][C:9](=[O:10])[NH:11][CH:12]1[N:13]=[C:14]([c:24]2[cH:25][n:26][cH:27][cH:28][cH:29]2)[c:15]2[c:16]([cH:20][cH:21][cH:22][cH:23]2)[N:17]([CH2:41][C:42](=[O:43])[N:44]([c:45]2[cH:46][cH:47][c:48]([O:51][CH3:52])[cH:49][cH:50]2)[CH:53]([CH3:54])[CH3:55])[C:18]1=[O:19]. The reactants are N1(CCC1)S(=O)(=O)N (azetidine-1-sulfonamide), C1(CCCCC1)P(C1=C(C=CC=C1)C1=C(C=C(C=C1C(C)C)C(C)C)C(C)C)C1CCCCC1 (2-dicyclohexylphosphino-2′,4′,6′-tri-isopropyl-1,1′-biphenyl), C([O-])([O-])=O.[Cs+].[Cs+] (cesium carbonate), [Si](C)(C)(C(C)(C)C)OC[C@H](OC1=NC(=NC(=C1)Cl)SCC1=C(C(=CC=C1)F)F)COC(C)C (4-[(1R)-2-{[tert-butyl(dimethyl)silyl]oxy}-1-(isopropoxymethyl)ethoxy]-6-chloro-2-[(2,3-difluorobenzyl)thio]pyrimidine), [Si](C)(C)(C(C)(C)C)OC[C@H](OC1=NC(=NC(=C1)Cl)SCC1=C(C(=CC=C1)F)F)COC(C)C (4-[(1R)-2-{[tert-Butyl(dimethyl)silyl]oxy}-1-(isopropoxymethyl)ethoxy]-6-chloro-2-[(2,3-difluorobenzyl)thio]pyrimidine). Reagents/catalysts: C=1C=CC(=CC1)/C=C/C(=O)/C=C/C2=CC=CC=C2.C=1C=CC(=CC1)/C=C/C(=O)/C=C/C2=CC=CC=C2.C=1C=CC(=CC1)/C=C/C(=O)/C=C/C2=CC=CC=C2.[Pd].[Pd] (tris(dibenzylideneacetone)dipalladium). The solvent is O1CCOCC1 (dioxane). Yields the product [Si](C)(C)(C(C)(C)C)OC[C@H](OC1=CC(=NC(=N1)SCC1=C(C(=CC=C1)F)F)NS(=O)(=O)C=1N=CN(C1)C)COC(C)C (N-{6-[(1R)-2-{[tert-Butyl(dimethyl)silyl]oxy}-1-(isopropoxymethyl)ethoxy]-2-[(2,3-difluorobenzyl)thio]pyrimidin-4-yl}-1-methyl-1H-imidazole-4-sulfonamide). As a reaction SMILES: N1([S:5]([NH2:8])(=[O:7])=[O:6])CCC1.C1(P([CH:37]2[CH2:42]CCCC2)C2C=CC=CC=2C2C(C(C)C)=CC(C(C)C)=CC=2C(C)C)CCCCC1.C(=O)([O-])[O-].[Cs+].[Cs+].[Si:49]([O:56][CH2:57][C@@H:58]([CH2:77][O:78][CH:79]([CH3:81])[CH3:80])[O:59][C:60]1[CH:65]=[C:64](Cl)[N:63]=[C:62]([S:67][CH2:68][C:69]2[CH:74]=[CH:73][CH:72]=[C:71]([F:75])[C:70]=2[F:76])[N:61]=1)([C:52]([CH3:55])([CH3:54])[CH3:53])([CH3:51])[CH3:50]>C1C=CC(/C=C/C(/C=C/C2C=CC=CC=2)=O)=CC=1.C1C=CC(/C=C/C(/C=C/C2C=CC=CC=2)=O)=CC=1.C1C=CC(/C=C/C(/C=C/C2C=CC=CC=2)=O)=CC=1.[Pd].[Pd].O1CCOCC1>[Si:49]([O:56][CH2:57][C@@H:58]([CH2:77][O:78][CH:79]([CH3:81])[CH3:80])[O:59][C:60]1[N:61]=[C:62]([S:67][CH2:68][C:69]2[CH:74]=[CH:73][CH:72]=[C:71]([F:75])[C:70]=2[F:76])[N:63]=[C:64]([NH:8][S:5]([C:42]2[N:63]=[CH:62][N:61]([CH3:60])[CH:37]=2)(=[O:6])=[O:7])[CH:65]=1)([C:52]([CH3:55])([CH3:54])[CH3:53])([CH3:51])[CH3:50] |f:2.3.4,6.7.8.9.10|. Procedure details: The subtitle compound was prepared according to the procedure outlined in example 1 step (iv) using a mixture of azetidine-1-sulfonamide (prepared according to patent WO 2004/011443) (0.19 g), tris(dibenzylideneacetone)dipalladium (0) (0.53 g), 2-dicyclohexylphosphino-2′,4′,6′-tri-isopropyl-1,1′-biphenyl (XPHOS) (39 mg), cesium carbonate (0.28 g), 4-[(1R)-2-{[tert-butyl(dimethyl)silyl]oxy}-1-(isopropoxymethyl)ethoxy]-6-chloro-2-[(2,3-difluorobenzyl)thio]pyrimidine (the product of step iv) (0.3 g... Reactants: CC(C)(C)OC(=O)NC(C(=O)NC1CCCC1)C(C)(C)C, C=CC1CC1(NC(=O)C1CC(Oc2cc(-c3ccccc3)nc3cc(OC)ccc23)CC1C(=O)OC(C)(C)C)C(=O)OCC. Product: C=CC1CC1(NC(=O)C1CC(Oc2cc(-c3ccccc3)nc3cc(OC)ccc23)CC1C(=O)NC(C(=O)NC1CCCC1)C(C)(C)C)C(=O)OCC. Reaction SMILES: [C:1]([O:2][C:6]([NH:7][CH:8]([C:9]([CH3:10])([CH3:11])[CH3:12])[C:13]([NH:14][CH:15]1[CH2:16][CH2:17][CH2:18][CH2:19]1)=[O:20])=[O:21])([CH3:3])([CH3:4])[CH3:5].[C:22]([O:23][C:24](=[O:25])[CH:29]1[CH:30]([C:53]([NH:54][C:55]2([C:60](=[O:61])[O:62][CH2:63][CH3:64])[CH:56]([CH:58]=[CH2:59])[CH2:57]2)=[O:65])[CH2:31][CH:32]([O:34][c:35]2[cH:36][c:37](-[c:47]3[cH:48][cH:49][cH:50][cH:51][cH:52]3)[n:38][c:39]3[cH:40][c:41]([O:45][CH3:46])[cH:42][cH:43][c:44]23)[CH2:33]1)([CH3:26])([CH3:27])[CH3:28]>>[C:6]([NH:7][CH:8]([C:9]([CH3:10])([CH3:11])[CH3:12])[C:13]([NH:14][CH:15]1[CH2:16][CH2:17][CH2:18][CH2:19]1)=[O:20])(=[O:21])[CH:29]1[CH:30]([C:53]([NH:54][C:55]2([C:60](=[O:61])[O:62][CH2:63][CH3:64])[CH:56]([CH:58]=[CH2:59])[CH2:57]2)=[O:65])[CH2:31][CH:32]([O:34][c:35]2[cH:36][c:37](-[c:47]3[cH:48][cH:49][cH:50][cH:51][cH:52]3)[n:38][c:39]3[cH:40][c:41]([O:45][CH3:46])[cH:42][cH:43][c:44]23)[CH2:33]1. Reactants: CC1c2c(ccc3[nH]ccc23)OCCN1C(=O)OC(C)(C)C, O=S(=O)(Cl)c1c(F)cccc1F, [H-], [Na+], CN(C)C=O. Yields the product CC1c2c(ccc3c2ccn3S(=O)(=O)c2c(F)cccc2F)OCCN1C(=O)OC(C)(C)C. Reaction SMILES: [CH3:1][CH:2]1[N:3]([C:16](=[O:17])[O:18][C:19]([CH3:20])([CH3:21])[CH3:22])[CH2:4][CH2:5][O:6][c:7]2[c:8]1[c:9]1[cH:10][cH:11][nH:12][c:13]1[cH:14][cH:15]2.[F:25][c:26]1[c:27]([S:33](=[O:34])(=[O:35])[Cl:36])[c:28]([F:32])[cH:29][cH:30][cH:31]1.[H-:23].[Na+:24].[O:37]=[CH:38][N:39]([CH3:40])[CH3:41]>>[CH3:1][CH:2]1[N:3]([C:16](=[O:17])[O:18][C:19]([CH3:20])([CH3:21])[CH3:22])[CH2:4][CH2:5][O:6][c:7]2[c:8]1[c:9]1[cH:10][cH:11][n:12]([S:33]([c:27]3[c:26]([F:25])[cH:31][cH:30][cH:29][c:28]3[F:32])(=[O:34])=[O:35])[c:13]1[cH:14][cH:15]2. Reactants: C1COC(OCC)(C2C(CCN(CC2)C(=O)OC)=O)O1 (Ethyl 1-methoxycarbonyl-4-oxoperhydroazepine-5-carboxylate ethylene ketal), C[O-].[Na+] (sodium methoxide), Cl.NO (hydroxylamine hydrochloride), Cl (hydrogen chloride), [Na] (sodium). Run in CO (methanol), CO (methanol), CO (methanol), C(C)(=O)OCC (ethyl acetate). Reaction conditions: temperature 0 celsius, time 24 hour. Product: C1COC(NO)(C2C(CCN(CC2)C(=O)OC)=O)O1 (1-Methoxycarbonyl-4-oxoperhydroazepine-5-carbohydroxamic acid ethylene ketal). Reaction SMILES: Cl.[NH2:2][OH:3].C[O-].[Na+].[Na].[CH2:8]1[O:27][C:11]([CH:15]2[CH2:21][CH2:20][N:19]([C:22]([O:24][CH3:25])=[O:23])[CH2:18][CH2:17][C:16]2=[O:26])(OCC)[O:10][CH2:9]1.Cl>CO.C(OCC)(=O)C>[CH2:8]1[O:27][C:11]([CH:15]2[CH2:21][CH2:20][N:19]([C:22]([O:24][CH3:25])=[O:23])[CH2:18][CH2:17][C:16]2=[O:26])([NH:2][OH:3])[O:10][CH2:9]1 |f:0.1,2.3,^1:6|. Procedure: To a solution of hydroxylamine hydrochloride (11.6 g; 0.17 mol) in methanol (80 mL) was added at 40° C. and with stirring a solution of sodium methoxide in methanol (80 mL) prepared from 7.7 g (0.33 mol) of sodium. To this solution was added at 0° C. a solution of crude (V) (31.6 g; ca. 0.11 mol) in methanol (40 mL). This mixture was left at 25° C. with stirring for 24 h, and after cooling to 0° C. and with continued stirring, pH of the solution was adjusted to ca. 3 by addition of a solution of... Starting materials: ClCCCS(=O)(=O)N1CCC(CC1)C1=CNC2=C(C=C(C=C12)C1=CC=CC=C1)C(=O)N (3-{1-[(3-chloropropyl)sulfonyl]-4-piperidinyl}-5-phenyl-1H-indole-7-carboxamide), COC1=CC=C(C=C1)O (4-(methyloxy)phenol), C(=O)([O-])[O-].[K+].[K+] (K2CO3). Reagents/catalysts: [I-].[Na+] (sodium iodide). The product is COC1=CC=C(C=C1)OCCCS(=O)(=O)N1CCC(CC1)C1=CNC2=C(C=C(C=C12)C1=CC=CC=C1)C(=O)N (3-{1-[(3-{[4-(methyloxy)phenyl]oxy}propyl)sulfonyl]-4-piperidinyl}-5-phenyl-1H-indole-7-carboxamide). Yield: 44.1%. RXN SMILES: Cl[CH2:2][CH2:3][CH2:4][S:5]([N:8]1[CH2:13][CH2:12][CH:11]([C:14]2[C:22]3[C:17](=[C:18]([C:29]([NH2:31])=[O:30])[CH:19]=[C:20]([C:23]4[CH:28]=[CH:27][CH:26]=[CH:25][CH:24]=4)[CH:21]=3)[NH:16][CH:15]=2)[CH2:10][CH2:9]1)(=[O:7])=[O:6].[CH3:32][O:33][C:34]1[CH:39]=[CH:38][C:37]([OH:40])=[CH:36][CH:35]=1.C([O-])([O-])=O.[K+].[K+]>[I-].[Na+]>[CH3:32][O:33][C:34]1[CH:39]=[CH:38][C:37]([O:40][CH2:2][CH2:3][CH2:4][S:5]([N:8]2[CH2:13][CH2:12][CH:11]([C:14]3[C:22]4[C:17](=[C:18]([C:29]([NH2:31])=[O:30])[CH:19]=[C:20]([C:23]5[CH:28]=[CH:27][CH:26]=[CH:25][CH:24]=5)[CH:21]=4)[NH:16][CH:15]=3)[CH2:10][CH2:9]2)(=[O:7])=[O:6])=[CH:36][CH:35]=1 |f:2.3.4,5.6|. Procedure details: Following the general procedure of example 159, 3-{1-[(3-chloropropyl)sulfonyl]-4-piperidinyl}-5-phenyl-1H-indole-7-carboxamide (40.0 mg, 0.087 mmol), 4-(methyloxy)phenol (124 mg, 0.87 mmol), K2CO3 (35.0 mg, 0.35 mmol) and sodium iodide (0.5 mg) were reacted to give the title compound (21.0 mg, 44%).